This data is from the Open Reaction Database (ORD), a public repository of structured organic reaction records. The task is: describe an organic reaction: reactants, conditions, products, and yield Yields the product COC(=O)c1ccc(C(=O)NCc2ccc(C(=O)NN=C3C(=O)Nc4ccc(I)cc43)cc2)cc1. Starting materials: COC(=O)c1ccc(C(=O)NCc2ccc(C(=O)NNC(=O)OC(C)(C)C)cc2)cc1, CC(=O)O, O=C(O)C(F)(F)F, O=C1Nc2ccc(I)cc2C1=O. Reaction SMILES: [CH3:20][O:21][C:22](=[O:23])[c:24]1[cH:25][cH:26][c:27]([C:28](=[O:29])[NH:30][CH2:31][c:32]2[cH:33][cH:34][c:35]([C:36](=[O:37])[NH:38][NH:39][C:40]([O:41][C:42]([CH3:43])([CH3:44])[CH3:45])=[O:46])[cH:47][cH:48]2)[cH:49][cH:50]1.[CH3:51][C:52](=[O:53])[OH:54].[F:13][C:14]([F:15])([F:16])[C:17]([OH:18])=[O:19].[I:1][c:2]1[cH:3][c:4]2[c:8]([cH:9][cH:10]1)[NH:7][C:6](=[O:11])[C:5]2=[O:12]>>[I:1][c:2]1[cH:3][c:4]2[c:8]([cH:9][cH:10]1)[NH:7][C:6](=[O:11])[C:5]2=[N:39][NH:38][C:36]([c:35]1[cH:34][cH:33][c:32]([CH2:31][NH:30][C:28]([c:27]2[cH:26][cH:25][c:24]([C:22]([O:21][CH3:20])=[O:23])[cH:50][cH:49]2)=[O:29])[cH:48][cH:47]1)=[O:37].